This data is from the Open Reaction Database (ORD), a public repository of structured organic reaction records. The task is: describe an organic reaction: reactants, conditions, products, and yield Reactants: C(C)(C)(C)OC(=O)NC(C)(C(=O)OC=1C(=C2CCC(OC2=C2C1C=CC=C2)(C)C)OC(C)=O)C (5-(acetyloxy)-2,2-dimethyl-3,4-dihydro-2H-benzo[h]chromen-6-yl N-(tert-butoxycarbonyl)-2-methylalaninate), Cl (hydrogen chloride). Solvent: O1CCOCC1 (1,4-dioxane), O1CCOCC1 (1,4-dioxane). Conditions: time 2 hour. Product: Cl.CC(N)(C)C(=O)OC=1C(=C2CCC(OC2=C2C1C=CC=C2)(C)C)OC(C)=O (5-(acetyloxy)-2,2-dimethyl-3,4-dihydro-2H-benzo[h]chromen-6-yl 2-methylalaninate hydrochloride). The yield is 97.0%. As a reaction SMILES: C(OC([NH:8][C:9]([CH3:34])([C:11]([O:13][C:14]1[C:15]([O:30][C:31](=[O:33])[CH3:32])=[C:16]2[C:21](=[C:22]3[CH:27]=[CH:26][CH:25]=[CH:24][C:23]=13)[O:20][C:19]([CH3:29])([CH3:28])[CH2:18][CH2:17]2)=[O:12])[CH3:10])=O)(C)(C)C.[ClH:35]>O1CCOCC1>[ClH:35].[CH3:34][C:9]([C:11]([O:13][C:14]1[C:15]([O:30][C:31](=[O:33])[CH3:32])=[C:16]2[C:21](=[C:22]3[CH:27]=[CH:26][CH:25]=[CH:24][C:23]=13)[O:20][C:19]([CH3:28])([CH3:29])[CH2:18][CH2:17]2)=[O:12])([CH3:10])[NH2:8] |f:3.4|. Procedure details: To a solution of 5-(acetyloxy)-2,2-dimethyl-3,4-dihydro-2H-benzo[h]chromen-6-yl N-(tert-butoxycarbonyl)-2-methylalaninate (27) (0.4 g, 0.85 mmol) in 1,4-dioxane (5 mL) is added a solution of hydrogen chloride gas in anhydrous 1,4-dioxane (4.0 M, 10 mL). The reaction is stirred at room temperature for 2 hours. The reaction is dried under reduced pressure and the resulting solid is triturated with Et2O to afford the desired product as a white solid (0.388 g, 97%). M.p.=283-284° C.; 400 MHz 1H NMR ... Starting materials: CNC1CCN(Cc2ccccc2)CC1, Cc1nc(NCC(=O)O)nc(C)c1[N+](=O)[O-]. Yields the product Cc1nc(NCC(=O)N(C)C2CCN(Cc3ccccc3)CC2)nc(C)c1[N+](=O)[O-]. RXN SMILES: [CH2:17]([c:18]1[cH:19][cH:20][cH:21][cH:22][cH:23]1)[N:24]1[CH2:25][CH2:26][CH:27]([NH:30][CH3:31])[CH2:28][CH2:29]1.[CH3:1][c:2]1[n:3][c:4]([NH:12][CH2:13][C:14](=[O:15])[OH:16])[n:5][c:6]([CH3:11])[c:7]1[N+:8](=[O:9])[O-:10]>>[CH3:1][c:2]1[n:3][c:4]([NH:12][CH2:13][C:14](=[O:16])[N:30]([CH:27]2[CH2:26][CH2:25][N:24]([CH2:17][c:18]3[cH:19][cH:20][cH:21][cH:22][cH:23]3)[CH2:29][CH2:28]2)[CH3:31])[n:5][c:6]([CH3:11])[c:7]1[N+:8](=[O:9])[O-:10].